This data is from the Open Reaction Database (ORD), a public repository of structured organic reaction records. The task is: describe an organic reaction: reactants, conditions, products, and yield Procedure: 2 g (4.09 millimols) of 4,5-bis-(phenylthio)-3,6-dichlorophthalic acid N-n-butylimide, 1.46 g (9.41 millimoles) of p-nitrothiophenol, 2.55 g (18.45 millimols) of potassium carbonate and 20 ml of tetrahydrofuran are stirred at 50° C. for 20 hours. The mixture is cooled, acidified and extracted with methylene chloride. After recrystallisation from tetrahydrofuran, 1.9 g (78% of theory) of the title compound are obtained; melting point 175°-7° C. As a reaction SMILES: [CH2:1]([N:5]=[C:6]([OH:32])[C:7]1[C:8](=[C:12](Cl)[C:13]([S:24][C:25]2[CH:30]=[CH:29][CH:28]=[CH:27][CH:26]=2)=[C:14]([S:17][C:18]2[CH:23]=[CH:22][CH:21]=[CH:20][CH:19]=2)[C:15]=1Cl)[C:9]([OH:11])=[O:10])[CH2:2][CH2:3][CH3:4].[N+:33]([C:36]1[CH:41]=[CH:40][C:39]([SH:42])=[CH:38][CH:37]=1)([O-:35])=[O:34].C(=O)([O-])[O-].[K+].[K+]>O1CCCC1>[CH2:1]([N:5]=[C:6]([OH:32])[C:7]1[C:8](=[C:12]([S:42][C:39]2[CH:40]=[CH:41][C:36]([N+:33]([O-:35])=[O:34])=[CH:37][CH:38]=2)[C:13]([S:24][C:25]2[CH:30]=[CH:29][CH:28]=[CH:27][CH:26]=2)=[C:14]([S:17][C:18]2[CH:23]=[CH:22][CH:21]=[CH:20][CH:19]=2)[C:15]=1[S:42][C:39]1[CH:40]=[CH:41][C:36]([N+:33]([O-:35])=[O:34])=[CH:37][CH:38]=1)[C:9]([OH:11])=[O:10])[CH2:2][CH2:3][CH3:4] |f:2.3.4|. Yields the product C(CCC)N=C(C=1C(C(=O)O)=C(C(=C(C1SC1=CC=C(C=C1)[N+](=O)[O-])SC1=CC=CC=C1)SC1=CC=CC=C1)SC1=CC=C(C=C1)[N+](=O)[O-])O (4,5-Bis-(phenylthio)-3,6-bis-(p-nitrophenylthio)-phthalic acid N-n-butylimide). The reactants are C(CCC)N=C(C=1C(C(=O)O)=C(C(=C(C1Cl)SC1=CC=CC=C1)SC1=CC=CC=C1)Cl)O (4,5-bis-(phenylthio)-3,6-dichlorophthalic acid N-n-butylimide), [N+](=O)([O-])C1=CC=C(C=C1)S (p-nitrothiophenol), C([O-])([O-])=O.[K+].[K+] (potassium carbonate). Solvent: O1CCCC1 (tetrahydrofuran). Reactants: [BH4-], CO, NC1CC1, [Na+], O=Cc1cccc(C2c3n[nH]c(=O)c4cccc(c34)NC2c2ccccc2)c1. Yields the product O=c1[nH]nc2c3c(cccc13)NC(c1ccccc1)C2c1cccc(CNC2CC2)c1. As a reaction SMILES: [BH4-:33].[CH3:35][OH:36].[CH:29]1([NH2:32])[CH2:30][CH2:31]1.[Na+:34].[O:1]=[c:2]1[nH:3][n:4][c:5]2[c:6]3[c:7]([cH:8][cH:9][cH:10][c:11]13)[NH:12][CH:13]([c:23]1[cH:24][cH:25][cH:26][cH:27][cH:28]1)[CH:14]2[c:15]1[cH:16][c:17]([CH:18]=[O:19])[cH:20][cH:21][cH:22]1>>[O:1]=[c:2]1[nH:3][n:4][c:5]2[c:6]3[c:7]([cH:8][cH:9][cH:10][c:11]13)[NH:12][CH:13]([c:23]1[cH:24][cH:25][cH:26][cH:27][cH:28]1)[CH:14]2[c:15]1[cH:16][c:17]([CH2:18][NH:32][CH:29]2[CH2:30][CH2:31]2)[cH:20][cH:21][cH:22]1. The reactants are [H-].[H-].[H-].[H-].[Li+].[Al+3] (LiAlH4), C1CCC(CC1)[C@@H](C(=O)O)N (L-(+)-2-cyclohexylglycine), O (water), [OH-].[Na+] (NaOH), O (water). The solvent is C1CCOC1 (THF). Reaction conditions: temperature 80 celsius. Product: N[C@H](CO)C1CCCCC1 ((S)-2-amino-2-cyclohexylethanol). The yield is 54.9%. Reaction SMILES: [H-].[H-].[H-].[H-].[Li+].[Al+3].[CH2:7]1[CH2:12][CH2:11][CH:10]([C@H:13]([NH2:17])[C:14](O)=[O:15])[CH2:9][CH2:8]1.O.[OH-].[Na+]>C1COCC1>[NH2:17][C@@H:13]([CH:10]1[CH2:11][CH2:12][CH2:7][CH2:8][CH2:9]1)[CH2:14][OH:15] |f:0.1.2.3.4.5,8.9|. Procedure details: To a stirred mixture of LiAlH4 (724 mg, 19.08 mmol) in anhydrous THF (20 mL) at rt was added portionwise L-(+)-2-cyclohexylglycine (1 g, 6.36 mmol). The mixture was heated at 80° C. for 4 h. The mixture was cooled to 0° C. and then water (1 mL), 1M aq NaOH (1 mL), and water (3 mL) were added sequentially. The mixture was filtered and the filtrate was partitioned between a mixture of DCM, 1M aq NaOH, and saturated aq sodium potassium tartrate. The organic layer was separated and further washed wi... The reactants are CC(C)CC(=O)O[C@H]1C=C2[C@@H]([C@@]13CO3)[C@@H](OC=C2COC(=O)C)OC(=O)CC(C)C (Valtrate). Solvent: C(Cl)(Cl)Cl (Chloroform), C(Cl)(Cl)Cl (chloroform), FC(C(=O)O)(F)F (trifluoroacetic acid), C(Cl)(Cl)Cl (chloroform). Run at time 5 minute. The product is CC(=O)OCC1=COC=C2C1=CC=C2C=O (Baldrinal). As a reaction SMILES: CC(CC(O[C@@H:8]1[C@@:12]2([O:14][CH2:13]2)[C@H:11]2[C@H:15](OC(CC(C)C)=O)[O:16][CH:17]=[C:18]([CH2:19][O:20][C:21]([CH3:23])=[O:22])[C:10]2=[CH:9]1)=O)C>C(Cl)(Cl)Cl.FC(F)(F)C(O)=O>[CH3:23][C:21]([O:20][CH2:19][C:18]1[C:10]2=[CH:9][CH:8]=[C:12]([CH:13]=[O:14])[C:11]2=[CH:15][O:16][CH:17]=1)=[O:22]. Procedure: Valtrate (1) (9.2 g) was dissolved in 20 ml of chloroform at room temperature. In another flask, 20 g of trifluoroacetic acid was dissolved in 40 ml of chloroform. This second solution then was added to the first solution. The clear solution became dark green/blue after stirring for 5 minutes. Chloroform (60 ml) was added to the reaction mixture, and the reaction mixture was washed with water until a pH of 4 was reached. Sodium chloride with 0.5% NaHCO3 (125 mL) was added to neutralize the mixtu... Reactants: CCCc1c(CBr)ncn2ncnc12, [K+], [K+], O=C([O-])[O-], CN(C)C=O, N#Cc1cccc(-c2ncc[nH]2)n1. Yields the product CCCc1c(Cn2ccnc2-c2cccc(C#N)n2)ncn2ncnc12. As a reaction SMILES: [Br:1][CH2:2][c:3]1[c:4]([CH2:12][CH2:13][CH3:14])[c:5]2[n:6]([cH:7][n:8]1)[n:9][cH:10][n:11]2.[K+:28].[K+:29].[O-:30][C:31]([O-:32])=[O:33].[O:34]=[CH:35][N:36]([CH3:37])[CH3:38].[nH:15]1[c:16](-[c:20]2[cH:21][cH:22][cH:23][c:24]([C:26]#[N:27])[n:25]2)[n:17][cH:18][cH:19]1>>[CH2:2]([c:3]1[c:4]([CH2:12][CH2:13][CH3:14])[c:5]2[n:6]([cH:7][n:8]1)[n:9][cH:10][n:11]2)[n:15]1[c:16](-[c:20]2[cH:21][cH:22][cH:23][c:24]([C:26]#[N:27])[n:25]2)[n:17][cH:18][cH:19]1.